Dataset: the Open Reaction Database (ORD), a public repository of structured organic reaction records. Task: describe an organic reaction: reactants, conditions, products, and yield Reactants: BrC1=C(C=CC=C1)CNC1=NC(=C(C(N1C)=O)C1=CC=C(C=C1)F)C1=CC=NC=C1 (2-((2-bromophenylmethyl)amino)-5-(4-fluorophenyl)-6-(4-pyridyl)-3-methyl-4(3H)-pyrimidinone), FC(C=1C=C(C=CC1)B(O)O)(F)F (3-trifluromethylbenzene-boronic acid), C1(=CC=CC=C1)C (toluene). The solvent is C([O-])([O-])=O.[Na+].[Na+] (sodium carbonate). Product: FC(C=1C=C(C=CC1)C1=C(C=CC=C1)CNC1=NC(=C(C(N1C)=O)C1=CC=C(C=C1)F)C1=CC=NC=C1)(F)F (2-((2-(3-Trifluoromethylphenyl)phenylmethyl)-amino)-3-methyl-5-(4-fluorophenyl)-6-(4-pyridyl)-4(3H)-pyrimidinone). Reaction SMILES: Br[C:2]1[CH:7]=[CH:6][CH:5]=[CH:4][C:3]=1[CH2:8][NH:9][C:10]1[N:15]([CH3:16])[C:14](=[O:17])[C:13]([C:18]2[CH:23]=[CH:22][C:21]([F:24])=[CH:20][CH:19]=2)=[C:12]([C:25]2[CH:30]=[CH:29][N:28]=[CH:27][CH:26]=2)[N:11]=1.[F:31][C:32]([F:43])([F:42])[C:33]1[CH:34]=[C:35](B(O)O)[CH:36]=[CH:37][CH:38]=1.C1(C)C=CC=CC=1>C(=O)([O-])[O-].[Na+].[Na+]>[F:31][C:32]([F:43])([F:42])[C:33]1[CH:38]=[C:37]([C:2]2[CH:7]=[CH:6][CH:5]=[CH:4][C:3]=2[CH2:8][NH:9][C:10]2[N:15]([CH3:16])[C:14](=[O:17])[C:13]([C:18]3[CH:23]=[CH:22][C:21]([F:24])=[CH:20][CH:19]=3)=[C:12]([C:25]3[CH:30]=[CH:29][N:28]=[CH:27][CH:26]=3)[N:11]=2)[CH:36]=[CH:35][CH:34]=1 |f:3.4.5|. Procedure: 2-((2-bromophenylmethyl)amino)-5-(4-fluorophenyl)-6-(4-pyridyl)-3-methyl-4(3H)-pyrimidinone (175 mg, 0.38 mmol) was dipersed in 2M sodium carbonate solution (12 ml) and 3-trifluromethylbenzene-boronic acid (170 mg, 0.89 mmol), toluene (12 ml) were added to the above mixture and the reaction mixture was degassed and catalyst tetrakistriphenylphosphine Pd(0) (50 mg) was added. The reaction mixture was refluxed for 16 h. The formation of the product was monitored by TLC. Then it was cooled, diluted... As a reaction SMILES: [F:1][C:2]1[CH:7]=[CH:6][CH:5]=[CH:4][C:3]=1[N:8]1[CH2:13][CH2:12][NH:11][CH2:10][CH2:9]1.[CH2:14]1[CH2:20][S:17](=[O:19])(=[O:18])[O:16][CH2:15]1>CC(C)=O>[F:1][C:2]1[CH:7]=[CH:6][CH:5]=[CH:4][C:3]=1[N:8]1[CH2:13][CH2:12][N:11]([CH2:15][CH2:14][CH2:20][S:17]([OH:19])(=[O:18])=[O:16])[CH2:10][CH2:9]1. Reactants: FC1=C(C=CC=C1)N1CCNCC1 (1-(2-fluorophenyl)piperazine), C1COS(=O)(=O)C1 (1,3-propane sultone). Procedure details: To a solution of 1-(2-fluorophenyl)piperazine (2.5 g, 2.2 mL, 13.9 mmol) in acetone (25 mL) was added 1,3-propane sultone (1.73 g, 14.6 mmol). The mixture was stirred at reflux for 2 hours. The reaction mixture was cooled to room temperature. The solid was collected by filtration, washed with acetone (2×25 mL) and dried in vacuo. This allowed the isolation of compound M, 3.56 g (85%). Run in CC(=O)C (acetone). The product is FC1=C(C=CC=C1)N1CCN(CC1)CCCS(=O)(=O)O (3-[4-(2-fluorophenyl)piperazin-1-yl]-1-propanesulfonic acid). The solvent is C(Cl)Cl (CH2Cl2). As a reaction SMILES: [CH3:1][C:2]1[C:11]2[C:6](=[CH:7][CH:8]=[CH:9][CH:10]=2)[C:5]([C:12](Cl)=[O:13])=[CH:4][CH:3]=1.[Cl:15][C:16]1[CH:17]=[C:18]2[C:22](=[CH:23][CH:24]=1)[N:21]([CH2:25][CH2:26][N:27]1[CH2:32][CH2:31][O:30][CH2:29][CH2:28]1)[C:20]([CH3:33])=[CH:19]2.[Cl-].[Cl-].C([Al+2])C>C(Cl)Cl>[Cl:15][C:16]1[CH:17]=[C:18]2[C:22](=[CH:23][CH:24]=1)[N:21]([CH2:25][CH2:26][N:27]1[CH2:28][CH2:29][O:30][CH2:31][CH2:32]1)[C:20]([CH3:33])=[C:19]2[C:12]([C:5]1[C:6]2[C:11](=[CH:10][CH:9]=[CH:8][CH:7]=2)[C:2]([CH3:1])=[CH:3][CH:4]=1)=[O:13] |f:2.3.4|. The product is ClC=1C=C2C(=C(N(C2=CC1)CCN1CCOCC1)C)C(=O)C1=CC=C(C2=CC=CC=C12)C ((5-chloro-2-methyl-1-(2-morpholino ethyl)-1H-indol-3-yl)(4-methylnaphthalen-1-yl)methanone). Procedure details: To a solution of 4-methyl-1-naphthoyl chloride (106 mg, 0.52 mmol) and 4-(2-(5-chloro-2-methyl-1H-indol-1-yl)ethyl)morpholine (154 mg, 0.55 mmol) in 8 mL CH2Cl2 at −70° C. was added dropwise ethyl aluminum dichloride (0.63 mL, 1.14 mmol, 1.8 M in toluene). The reaction mixture was allowed to slowly warm to room temperature overnight. The reaction mixture was then partitioned between ethyl acetate and cold H2O, and the aqueous layer extracted twice with ethyl acetate. The combined organic extract... The reactants are CC1=CC=C(C2=CC=CC=C12)C(=O)Cl (4-methyl-1-naphthoyl chloride), ClC=1C=C2C=C(N(C2=CC1)CCN1CCOCC1)C (4-(2-(5-chloro-2-methyl-1H-indol-1-yl)ethyl)morpholine), [Cl-].[Cl-].C(C)[Al+2] (ethyl aluminum dichloride). RXN SMILES: [C:1]([O:9][CH2:10][C:11]1[CH:16]=[C:15]([CH2:17][N:18](C(OC(C)(C)C)=O)[C:19]2[CH:20]=[C:21]([C:26]3[CH:31]=[CH:30][C:29]([C:32](=[O:35])[CH2:33][CH3:34])=[CH:28][C:27]=3[CH3:36])[C:22]([CH3:25])=[CH:23][CH:24]=2)[CH:14]=[CH:13][C:12]=1[CH2:44][O:45][C:46](=[O:53])[C:47]1[CH:52]=[CH:51][CH:50]=[CH:49][CH:48]=1)(=[O:8])[C:2]1[CH:7]=[CH:6][CH:5]=[CH:4][CH:3]=1.FC(F)(F)C(O)=O>ClCCl>[C:1]([O:9][CH2:10][C:11]1[CH:16]=[C:15]([CH2:17][NH:18][C:19]2[CH:20]=[C:21]([C:26]3[CH:31]=[CH:30][C:29]([C:32](=[O:35])[CH2:33][CH3:34])=[CH:28][C:27]=3[CH3:36])[C:22]([CH3:25])=[CH:23][CH:24]=2)[CH:14]=[CH:13][C:12]=1[CH2:44][O:45][C:46](=[O:53])[C:47]1[CH:52]=[CH:51][CH:50]=[CH:49][CH:48]=1)(=[O:8])[C:2]1[CH:3]=[CH:4][CH:5]=[CH:6][CH:7]=1. Run at time 6 hour. Yields the product C(C1=CC=CC=C1)(=O)OCC1=C(C=CC(=C1)CNC=1C=C(C(=CC1)C)C1=C(C=C(C=C1)C(CC)=O)C)COC(C1=CC=CC=C1)=O (2-Benzoyloxymethyl-5-[(6,2′-dimethyl-4′-propionylbiphenyl-3-ylamino)methyl]benzyl benzoate). Solvent: ClCCl (dichloromethane). Reported procedure: 1 g (1.4 mmol) of 2-benzoyloxymethyl-5-{[tert-butoxycarbonyl(6,2′-dimethyl-4′-propionyl-biphenyl-3-yl)amino]methyl}benzyl benzoate are dissolved in 50 ml of dichloromethane. 1,1 ml (14 mmol) of trifluoroacetic acid are added and the medium is stirred at room temperature for 6 hours. After extraction with water/dichloromethane, the desired product is obtained in the form of a yellowish oil (m=820 mg, Y=95%). Starting materials: C(C1=CC=CC=C1)(=O)OCC1=C(C=CC(=C1)CN(C=1C=C(C(=CC1)C)C1=C(C=C(C=C1)C(CC)=O)C)C(=O)OC(C)(C)C)COC(C1=CC=CC=C1)=O (2-benzoyloxymethyl-5-{[tert-butoxycarbonyl(6,2′-dimethyl-4′-propionyl-biphenyl-3-yl)amino]methyl}benzyl benzoate), FC(C(=O)O)(F)F (trifluoroacetic acid).